This data is from the Open Reaction Database (ORD), a public repository of structured organic reaction records. The task is: describe an organic reaction: reactants, conditions, products, and yield Starting materials: [BH4-], COC(=O)c1ccc2c(c1)Sc1ccc(F)cc1C(=O)C2, CO, [Na+], O. Yields the product COC(=O)c1ccc2c(c1)Sc1ccc(F)cc1C(O)=C2. Reaction SMILES: [BH4-:22].[CH3:1][O:2][C:3](=[O:4])[c:5]1[cH:6][cH:7][c:8]2[c:9]([cH:21]1)[S:10][c:11]1[c:12]([cH:16][c:17]([F:20])[cH:18][cH:19]1)[C:13](=[O:15])[CH2:14]2.[CH3:25][OH:26].[Na+:23].[OH2:24]>>[CH3:1][O:2][C:3](=[O:4])[c:5]1[cH:6][cH:7][c:8]2[c:9]([cH:21]1)[S:10][c:11]1[c:12]([cH:16][c:17]([F:20])[cH:18][cH:19]1)[C:13]([OH:15])=[CH:14]2. The yield is 67.2%. Conditions: time 10 minute. Reactants: C(C)(=O)Cl (Acetyl chloride), C(C)(=O)OC1C(C(N1)=O)CCCNC(=NC(=O)OCC1=CC=CC=C1)NC(=O)OCC1=CC=CC=C1 (4-Acetyloxy-3-[3-[N',N"-di(Cbz)guanidino]propyl]-2-azetidinone), C[Si](C)(C)[N-][Si](C)(C)C.[Na+] (sodium bis(trimethylsilyl)amide), resultant solution, resultant solution. As a reaction SMILES: [C:1]([O:4][CH:5]1[NH:8][C:7](=[O:9])[CH:6]1[CH2:10][CH2:11][CH2:12][NH:13][C:14]([NH:26][C:27]([O:29][CH2:30][C:31]1[CH:36]=[CH:35][CH:34]=[CH:33][CH:32]=1)=[O:28])=[N:15][C:16]([O:18][CH2:19][C:20]1[CH:25]=[CH:24][CH:23]=[CH:22][CH:21]=1)=[O:17])(=[O:3])[CH3:2].C[Si]([N-][Si](C)(C)C)(C)C.[Na+].[C:47](Cl)(=[O:49])[CH3:48]>C1COCC1>[C:1]([O:4][CH:5]1[N:8]([C:47](=[O:49])[CH3:48])[C:7](=[O:9])[CH:6]1[CH2:10][CH2:11][CH2:12][NH:13][C:14]([NH:26][C:27]([O:29][CH2:30][C:31]1[CH:32]=[CH:33][CH:34]=[CH:35][CH:36]=1)=[O:28])=[N:15][C:16]([O:18][CH2:19][C:20]1[CH:21]=[CH:22][CH:23]=[CH:24][CH:25]=1)=[O:17])(=[O:3])[CH3:2] |f:1.2|. The product is C(C)(=O)OC1C(C(N1C(C)=O)=O)CCCNC(=NC(=O)OCC1=CC=CC=C1)NC(=O)OCC1=CC=CC=C1 (4-Acetyloxy-3-[3-[N',N"-di(Cbz)guanidino]propyl]-1-acetyl-2-azetidinone). Reported procedure: To a -78° C. THF (20 mL) solution of compound 13 (trans:cis ratio, 2:1; 580 mg; 1.16 mmol) was added 1N THF solution of sodium bis(trimethylsilyl)amide (1.36 mL, 1.36 mmol), followed by 10 min stirring of the resultant solution. Acetyl chloride (96 mL, 1.36 mmol) was added, and the temperature of the resultant solution was raised to room temperature, stirred for 30 min, and concentrated. The residue was partitioned between ether and water. The organic phase was dried (Na2SO4) and concentrated. T... Solvent: C1CCOC1 (THF), C1CCOC1 (THF). The product is Cc1cc2c(NC(=O)NCc3ccc(C(F)(F)F)cc3)ccc(F)c2cn1. RXN SMILES: [F:14][C:15]([c:16]1[cH:17][cH:18][c:19]([CH2:20][N:21]=[C:22]=[O:23])[cH:24][cH:25]1)([F:26])[F:27].[F:1][c:2]1[cH:3][cH:4][c:5]([NH2:13])[c:6]2[cH:7][c:8]([CH3:12])[n:9][cH:10][c:11]12>>[F:1][c:2]1[cH:3][cH:4][c:5]([NH:13][C:22]([NH:21][CH2:20][c:19]2[cH:18][cH:17][c:16]([C:15]([F:14])([F:26])[F:27])[cH:25][cH:24]2)=[O:23])[c:6]2[cH:7][c:8]([CH3:12])[n:9][cH:10][c:11]12. Reactants: O=C=NCc1ccc(C(F)(F)F)cc1, Cc1cc2c(N)ccc(F)c2cn1.